From a dataset of the Open Reaction Database (ORD), a public repository of structured organic reaction records. describe an organic reaction: reactants, conditions, products, and yield The reactants are C1CCC2=NCCCN2CC1, Cl, Nc1c(F)c(F)c(F)c2c1c(=O)c(C(=O)O)cn2C1CC1, c1ccncc1, c1ncn(C2CNC2)n1. Product: Nc1c(F)c(N2CC(n3cncn3)C2)c(F)c2c1c(=O)c(C(=O)O)cn2C1CC1. Reaction SMILES: [CH2:32]1[CH2:33][CH2:34][C:35]2=[N:40][CH2:39][CH2:38][CH2:37][N:36]2[CH2:41][CH2:42]1.[ClH:22].[NH2:1][c:2]1[c:3]2[c:4](=[O:21])[c:5]([C:18](=[O:19])[OH:20])[cH:6][n:7]([CH:15]3[CH2:16][CH2:17]3)[c:8]2[c:9]([F:14])[c:10]([F:13])[c:11]1[F:12].[cH:43]1[cH:44][cH:45][n:46][cH:47][cH:48]1.[n:23]1([CH:28]2[CH2:29][NH:30][CH2:31]2)[n:24][cH:25][n:26][cH:27]1>>[NH2:1][c:2]1[c:3]2[c:4](=[O:21])[c:5]([C:18](=[O:19])[OH:20])[cH:6][n:7]([CH:15]3[CH2:16][CH2:17]3)[c:8]2[c:9]([F:14])[c:10]([N:30]2[CH2:29][CH:28]([n:23]3[n:24][cH:25][n:26][cH:27]3)[CH2:31]2)[c:11]1[F:12]. Starting materials: [BH4-], C1CCOC1, O=Cc1ccc2c(c1)OC(F)(F)O2, [Na+], O. The product is OCc1ccc2c(c1)OC(F)(F)O2. RXN SMILES: [BH4-:14].[CH2:17]1[O:18][CH2:19][CH2:20][CH2:21]1.[F:1][C:2]1([F:13])[O:3][c:4]2[c:5]([cH:7][cH:8][c:9]([CH:11]=[O:12])[cH:10]2)[O:6]1.[Na+:15].[OH2:16]>>[F:1][C:2]1([F:13])[O:3][c:4]2[c:5]([cH:7][cH:8][c:9]([CH2:11][OH:12])[cH:10]2)[O:6]1.